This data is from the Open Reaction Database (ORD), a public repository of structured organic reaction records. The task is: describe an organic reaction: reactants, conditions, products, and yield The reactants are CC1=NC=CC(=C1)NC(=O)C1=NC(=CC=C1NC=1C=NC=CC1)C (6-Methyl-3-(pyridin-3-ylamino)-pyridine-2-carboxylic acid (2-methyl-pyridin-4-yl)-amide), BrC=1C=C(C=NC1)C#N (5-Bromo-3-cyanopyridine). The product is CC1=NC=CC(=C1)NC(=O)C1=NC(=CC=C1NC=1C=NC=C(C1)C#N)C (3-(5-Cyano-pyridin-3-ylamino)-6-methyl-pyridine-2-carboxylic acid (2-methyl-pyridin-4-yl)-amide). As a reaction SMILES: [CH3:1][C:2]1[CH:7]=[C:6]([NH:8][C:9]([C:11]2[C:16]([NH:17][C:18]3[CH:19]=[N:20][CH:21]=[CH:22][CH:23]=3)=[CH:15][CH:14]=[C:13]([CH3:24])[N:12]=2)=[O:10])[CH:5]=[CH:4][N:3]=1.BrC1C=C(C#N)[CH:29]=[N:30]C=1>>[CH3:1][C:2]1[CH:7]=[C:6]([NH:8][C:9]([C:11]2[C:16]([NH:17][C:18]3[CH:19]=[N:20][CH:21]=[C:22]([C:29]#[N:30])[CH:23]=3)=[CH:15][CH:14]=[C:13]([CH3:24])[N:12]=2)=[O:10])[CH:5]=[CH:4][N:3]=1. Procedure details: The title compound, was prepared from 3-Amino-6-methyl-pyridine-2-carboxylic acid (2-methyl-pyridin-4-yl)-amide (example 5) in accordance with the general method of example 20 using 5-Bromo-3-cyanopyridine instead of 3-Bromo-4-methylpyridine to yield the final compound as a light yellow crystalline solid, MS (ISP): m/e=345.0 (M+H+). The reactants are BrCC1CC1, COCc1cc(OC)c(-c2cccc3c(NC(=O)OC(C)(C)C)c(COC)nn23)c(OC)c1, CN(C)C=O, CCOC(C)=O, [H-], [Na+], O. The product is COCc1cc(OC)c(-c2cccc3c(N(CC4CC4)C(=O)OC(C)(C)C)c(COC)nn23)c(OC)c1. Reaction SMILES: [Br:36][CH2:37][CH:38]1[CH2:39][CH2:40]1.[CH3:1][O:2][c:3]1[c:4](-[c:14]2[cH:15][cH:16][cH:17][c:18]3[n:19]2[n:20][c:21]([CH2:31][O:32][CH3:33])[c:22]3[NH:23][C:24]([O:25][C:26]([CH3:27])([CH3:28])[CH3:29])=[O:30])[c:5]([O:12][CH3:13])[cH:6][c:7]([CH2:9][O:10][CH3:11])[cH:8]1.[CH3:42][N:43]([CH3:44])[CH:45]=[O:46].[CH3:47][CH2:48][O:49][C:50](=[O:51])[CH3:52].[H-:34].[Na+:35].[OH2:41]>>[CH3:1][O:2][c:3]1[c:4](-[c:14]2[cH:15][cH:16][cH:17][c:18]3[n:19]2[n:20][c:21]([CH2:31][O:32][CH3:33])[c:22]3[N:23]([C:24]([O:25][C:26]([CH3:27])([CH3:28])[CH3:29])=[O:30])[CH2:37][CH:38]2[CH2:39][CH2:40]2)[c:5]([O:12][CH3:13])[cH:6][c:7]([CH2:9][O:10][CH3:11])[cH:8]1. Reactants: C(C)OC(COC=1C(=NC(=NC1N1CCOCC1)Cl)Cl)=O ((2,4-dichloro-6-morpholin-4-yl-pyrimidin-5-yloxy)-acetic acid ethyl ester), [Li+].[OH-] (LiOH). The solvent is C1CCOC1 (THF), O (water). Conditions: time 2.5 hour. The product is ClC1=NC(=C(C(=N1)Cl)OCC(=O)O)N1CCOCC1 ((2,4-Dichloro-6-morpholin-4-yl-pyrimidin-5-yloxy)-acetic acid). The yield is 96.6%. Reaction SMILES: C([O:3][C:4](=[O:21])[CH2:5][O:6][C:7]1[C:8]([Cl:20])=[N:9][C:10]([Cl:19])=[N:11][C:12]=1[N:13]1[CH2:18][CH2:17][O:16][CH2:15][CH2:14]1)C.[Li+].[OH-]>C1COCC1.O>[Cl:19][C:10]1[N:9]=[C:8]([Cl:20])[C:7]([O:6][CH2:5][C:4]([OH:21])=[O:3])=[C:12]([N:13]2[CH2:14][CH2:15][O:16][CH2:17][CH2:18]2)[N:11]=1 |f:1.2|. Reported procedure: To a solution of (2,4-dichloro-6-morpholin-4-yl-pyrimidin-5-yloxy)-acetic acid ethyl ester (581 mg, 1.73 mmol) in THF (10 mL) and water (2.5 mL) was added LiOH (951 μL, 1.90 mmol, 2M aqueous solution) and the resulting mixture stirred at RT for 2.5 hours. The reaction mixture was quenched with 1M HCl and extracted with ethyl acetate. The combined organic extracts were dried (Na2SO4) and concentrated in vacuo affording (2,4-Dichloro-6-morpholin-4-yl-pyrimidin-5-yloxy)-acetic acid as a white solid... Product: CC#CCOc1cc(N2CCCC(C)C2)ncn1. Reaction SMILES: [C:18](=[O:19])([O-:20])[O-:21].[CH3:1][N:2]([CH3:3])[CH:4]=[O:5].[CH3:24][CH:25]1[CH2:26][NH:27][CH2:28][CH2:29][CH2:30]1.[CH3:31][CH2:32][O:33][C:34](=[O:35])[CH3:36].[Cl:6][c:7]1[n:8][cH:9][n:10][c:11]([O:13][CH2:14][C:15]#[C:16][CH3:17])[cH:12]1.[K+:22].[K+:23]>>[c:7]1([N:27]2[CH2:26][CH:25]([CH3:24])[CH2:30][CH2:29][CH2:28]2)[n:8][cH:9][n:10][c:11]([O:13][CH2:14][C:15]#[C:16][CH3:17])[cH:12]1. Reactants: O=C([O-])[O-], CN(C)C=O, CC1CCCNC1, CCOC(C)=O, CC#CCOc1cc(Cl)ncn1, [K+], [K+]. The reactants are C(=O)C=1C=C2C(=C(NC2=CC1)C(=O)N)SC1=CC=CC=C1 (5-formyl-3-phenylsulfanyl-1H-indole-2-carboxylic acid amide), C(CCC)C1=CC=C(N)C=C1 (4-butylaniline). Run in CO.C(Cl)Cl (MeOH CH2Cl2). The product is C(CCC)C1=CC=C(C=C1)NCC=1C=C2C(=C(NC2=CC1)C(=O)N)SC1=CC=CC=C1 (5-[(4-Butylphenylamino)methyl]-3-phenylsulfanyl-1H-indole-2-carboxylic acid amide). RXN SMILES: [CH:1]([C:3]1[CH:4]=[C:5]2[C:9](=[CH:10][CH:11]=1)[NH:8][C:7]([C:12]([NH2:14])=[O:13])=[C:6]2[S:15][C:16]1[CH:21]=[CH:20][CH:19]=[CH:18][CH:17]=1)=O.[CH2:22]([C:26]1[CH:32]=[CH:31][C:29]([NH2:30])=[CH:28][CH:27]=1)[CH2:23][CH2:24][CH3:25]>CO.C(Cl)Cl>[CH2:22]([C:26]1[CH:27]=[CH:28][C:29]([NH:30][CH2:1][C:3]2[CH:4]=[C:5]3[C:9](=[CH:10][CH:11]=2)[NH:8][C:7]([C:12]([NH2:14])=[O:13])=[C:6]3[S:15][C:16]2[CH:21]=[CH:20][CH:19]=[CH:18][CH:17]=2)=[CH:31][CH:32]=1)[CH2:23][CH2:24][CH3:25] |f:2.3|. Procedure details: Treat 5-formyl-3-phenylsulfanyl-1H-indole-2-carboxylic acid amide 13 (m=0, R3=Ph) (50 mg, 0.17 mmol) with 4-butylaniline (74 mg, 0.50 mmol) as described in General Procedure X to afford Iah (17 mg, 23.4%) as an ivory colored solid, tlc Rf=0.8 (5% MeOH/CH2Cl2-0.2% Et3N), m/z obs=430 (M+1).